Dataset: the Open Reaction Database (ORD), a public repository of structured organic reaction records. Task: describe an organic reaction: reactants, conditions, products, and yield Solvent: CC#N (MeCN). Starting materials: N[C@H]([C@H](CC(=O)NCCCC)O[Si](C)(C)C(C)(C)C)CC1CCCCC1 ((3S,4S)-4-amino-N-butyl-3-(tertbutyldimethylsilyloxy)-5-cyclohexylpentanamide), C(=O)(O)[O-].[Na+] (NaHCO3), ClC(=O)OC1=CC=C(C=C1)[N+](=O)[O-] (p-nitrophenyl chloroformate). Product: C(CCC)NC(C[C@@H]([C@H](CC1CCCCC1)NC(OC1=CC=C(C=C1)[N+](=O)[O-])=O)O[Si](C)(C)C(C)(C)C)=O (4-nitrophenyl (2S,3S)-5-(butylamino)-3-(tert-butyldimethylsilyloxy)-1-cyclohexyl-5-oxopentan-2-ylcarbamate). RXN SMILES: [NH2:1][C@@H:2]([CH2:20][CH:21]1[CH2:26][CH2:25][CH2:24][CH2:23][CH2:22]1)[C@@H:3]([O:12][Si:13]([C:16]([CH3:19])([CH3:18])[CH3:17])([CH3:15])[CH3:14])[CH2:4][C:5]([NH:7][CH2:8][CH2:9][CH2:10][CH3:11])=[O:6].C([O-])(O)=O.[Na+].Cl[C:33]([O:35][C:36]1[CH:41]=[CH:40][C:39]([N+:42]([O-:44])=[O:43])=[CH:38][CH:37]=1)=[O:34]>CC#N>[CH2:8]([NH:7][C:5](=[O:6])[CH2:4][C@H:3]([O:12][Si:13]([C:16]([CH3:18])([CH3:17])[CH3:19])([CH3:14])[CH3:15])[C@@H:2]([NH:1][C:33](=[O:34])[O:35][C:36]1[CH:37]=[CH:38][C:39]([N+:42]([O-:44])=[O:43])=[CH:40][CH:41]=1)[CH2:20][CH:21]1[CH2:22][CH2:23][CH2:24][CH2:25][CH2:26]1)[CH2:9][CH2:10][CH3:11] |f:1.2|. Procedure: To a stirred solution of crude (3S,4S)-4-amino-N-butyl-3-(tertbutyldimethylsilyloxy)-5-cyclohexylpentanamide (311 mg, 0.81 mmol) in MeCN were added powdered NaHCO3 (203 mg, 2.43 mmol) and p-nitrophenyl chloroformate (244 mg, 1.21 mmol) and the mixture was stirred overnight at rt. The mixture was concentrated under reduced pressure. The residue was taken up in 1:1 EtOAc/Et2O (90 mL), washed with water (20 mL) and brine (20 mL), dried over MgSO4 and concentrated to leave an orange oil. This materi... Isolated yield 8.8%. Run at time 8 hour. The reactants are C(C)(C)(C)OC(NC1=C(C=C(C(=C1)Cl)C(F)(F)F)NC(CC(C1=CC(=CC=C1)N1N=NC=C1COC1OCCCC1)=O)=O)=O ((RS)-[5-chloro-2-(3-oxo-3-{3-[5-(tetrahydro-pyran-2-yloxymethyl)-[1,2,3]triazol-1-yl]-phenyl}-propionylamino)-4-trifluoromethyl-phenyl]-carbamic acid tert-butyl ester), C(=O)(C(F)(F)F)O (TFA). Solvent: C(Cl)Cl (CH2Cl2). The product is ClC1=CC2=C(NC(CC(=N2)C2=CC(=CC=C2)N2N=NC=C2CO)=O)C=C1C(F)(F)F (7-Chloro-4-[3-(5-hydroxymethyl-[1,2,3]triazol-1-yl)-phenyl]-8-trifluoromethyl-1,3-dihydro-benzo[b][1,4]diazepin-2-one), solid. Isolated yield 65.0%. RXN SMILES: C(OC(=O)[NH:7][C:8]1[CH:13]=[C:12]([Cl:14])[C:11]([C:15]([F:18])([F:17])[F:16])=[CH:10][C:9]=1[NH:19][C:20](=[O:43])[CH2:21][C:22](=O)[C:23]1[CH:28]=[CH:27][CH:26]=[C:25]([N:29]2[C:33]([CH2:34][O:35]C3CCCCO3)=[CH:32][N:31]=[N:30]2)[CH:24]=1)(C)(C)C.C(O)(C(F)(F)F)=O>C(Cl)Cl>[Cl:14][C:12]1[C:11]([C:15]([F:18])([F:17])[F:16])=[CH:10][C:9]2[NH:19][C:20](=[O:43])[CH2:21][C:22]([C:23]3[CH:28]=[CH:27][CH:26]=[C:25]([N:29]4[C:33]([CH2:34][OH:35])=[CH:32][N:31]=[N:30]4)[CH:24]=3)=[N:7][C:8]=2[CH:13]=1. Procedure details: The title compound was prepared from (RS)-[5-chloro-2-(3-oxo-3-{3-[5-(tetrahydro-pyran-2-yloxymethyl)-[1,2,3]triazol-1-yl]-phenyl}-propionylamino)-4-trifluoromethyl-phenyl]-carbamic acid tert-butyl ester (Example M44) (0.79 g, 1.24 mmol) by treatment with TFA in CH2Cl2 according to the general procedure N. Obtained as an off-white solid (350 mg, 65%).